Dataset: the Open Reaction Database (ORD), a public repository of structured organic reaction records. Task: describe an organic reaction: reactants, conditions, products, and yield Starting materials: FC=1C=C2C(=C(/C(/C2=CC1)=C/C1=CC=C(C=C1)SC)C)CCON (O-2-[Z-5-fluoro-2-methyl-1-(4-methylthiophenyl)methylene-1H-inden-3-yl]ethyl hydroxylamine), C(=O)C=O (glyoxal). Yields the product FC=1C=C2C(=C(/C(/C2=CC1)=C/C1=CC=C(C=C1)SC)C)CCON=CC=O (glyoxal-O-2-[Z-5-fluoro-2-methyl-1-(4-methylthiophenyl)methylene-1H-inden-3-yl]ethyl oxime). RXN SMILES: [F:1][C:2]1[CH:3]=[C:4]2[C:8](=[CH:9][CH:10]=1)/[C:7](=[CH:11]\[C:12]1[CH:17]=[CH:16][C:15]([S:18][CH3:19])=[CH:14][CH:13]=1)/[C:6]([CH3:20])=[C:5]2[CH2:21][CH2:22][O:23][NH2:24].[CH:25]([CH:27]=O)=[O:26]>>[F:1][C:2]1[CH:3]=[C:4]2[C:8](=[CH:9][CH:10]=1)/[C:7](=[CH:11]\[C:12]1[CH:17]=[CH:16][C:15]([S:18][CH3:19])=[CH:14][CH:13]=1)/[C:6]([CH3:20])=[C:5]2[CH2:21][CH2:22][O:23][N:24]=[CH:27][CH:25]=[O:26]. Procedure: The title compound is prepared by reaction of O-2-[Z-5-fluoro-2-methyl-1-(4-methylthiophenyl)methylene-1H-inden-3-yl]ethyl hydroxylamine with glyoxal by the method of Example 1.